Dataset: the Open Reaction Database (ORD), a public repository of structured organic reaction records. Task: describe an organic reaction: reactants, conditions, products, and yield Starting materials: COC(CC1=C(NC2=CC=C(C=C12)Cl)C(=O)C1=NC=CC(=C1F)CC)=O (methyl[5-chloro-2-(4-ethyl-3-fluoropyridine-2-carbonyl)-1H-indol-3-yl]acetate). Run in C(C)(=O)O (acetic acid), Cl (HCl). Yields the product ClC=1C=C2C(=C(NC2=CC1)C(=O)C1=NC=CC(=C1F)CC)CC(=O)O ([5-Chloro-2-(4-ethyl-3-fluoropyridine-2-carbonyl)-1H-indol-3-yl]acetic Acid). The yield is 92.7%. Reaction SMILES: C[O:2][C:3](=[O:26])[CH2:4][C:5]1[C:13]2[C:8](=[CH:9][CH:10]=[C:11]([Cl:14])[CH:12]=2)[NH:7][C:6]=1[C:15]([C:17]1[C:22]([F:23])=[C:21]([CH2:24][CH3:25])[CH:20]=[CH:19][N:18]=1)=[O:16]>C(O)(=O)C.Cl>[Cl:14][C:11]1[CH:12]=[C:13]2[C:8](=[CH:9][CH:10]=1)[NH:7][C:6]([C:15]([C:17]1[C:22]([F:23])=[C:21]([CH2:24][CH3:25])[CH:20]=[CH:19][N:18]=1)=[O:16])=[C:5]2[CH2:4][C:3]([OH:26])=[O:2]. Reported procedure: A stirred solution of methyl[5-chloro-2-(4-ethyl-3-fluoropyridine-2-carbonyl)-1H-indol-3-yl]acetate (Example 111, 391.2 mg, 1.044 mmol) in acetic acid (12 ml) and 2N aqueous HCl (4 ml) was heated at reflux temperature for 24 h. After cooling to room temperature, the resulting mixture was concentrated. The residue was diluted in THF (100 ml), dried (MgSO4) and concentrated. The crude product was purified by recrystallization to afford 349.2 mg (93%) of the title compound. Starting materials: O=C([O-])O, COCCOC, COc1cc(Nc2c(C#N)cnc3cc(I)sc23)c(Cl)cc1Cl, [Na+], c1ccc(P(c2ccccc2)(c2ccccc2)[Pd](P(c2ccccc2)(c2ccccc2)c2ccccc2)(P(c2ccccc2)(c2ccccc2)c2ccccc2)P(c2ccccc2)(c2ccccc2)c2ccccc2)cc1, OB(O)c1cc2ccccc2o1. The product is COc1cc(Nc2c(C#N)cnc3cc(-c4cc5ccccc5o4)sc23)c(Cl)cc1Cl. Reaction SMILES: [C:42](=[O:43])([OH:44])[O-:45].[CH3:36][O:37][CH2:38][CH2:39][O:40][CH3:41].[Cl:1][c:2]1[c:3]([NH:11][c:12]2[c:13]3[c:14]([n:15][cH:16][c:17]2[C:18]#[N:19])[cH:20][c:21]([I:23])[s:22]3)[cH:4][c:5]([O:9][CH3:10])[c:6]([Cl:8])[cH:7]1.[Na+:46].[cH:47]1[cH:48][cH:49][c:50]([P:51]([Pd:52]([P:53]([c:54]2[cH:55][cH:56][cH:57][cH:58][cH:59]2)([c:60]2[cH:61][cH:62][cH:63][cH:64][cH:65]2)[c:66]2[cH:67][cH:68][cH:69][cH:70][cH:71]2)([P:72]([c:73]2[cH:74][cH:75][cH:76][cH:77][cH:78]2)([c:79]2[cH:80][cH:81][cH:82][cH:83][cH:84]2)[c:85]2[cH:86][cH:87][cH:88][cH:89][cH:90]2)[P:91]([c:92]2[cH:93][cH:94][cH:95][cH:96][cH:97]2)([c:98]2[cH:99][cH:100][cH:101][cH:102][cH:103]2)[c:104]2[cH:105][cH:106][cH:107][cH:108][cH:109]2)([c:110]2[cH:111][cH:112][cH:113][cH:114][cH:115]2)[c:116]2[cH:117][cH:118][cH:119][cH:120][cH:121]2)[cH:122][cH:123]1.[o:24]1[c:25]([B:33]([OH:34])[OH:35])[cH:26][c:27]2[c:28]1[cH:29][cH:30][cH:31][cH:32]2>>[Cl:1][c:2]1[c:3]([NH:11][c:12]2[c:13]3[c:14]([n:15][cH:16][c:17]2[C:18]#[N:19])[cH:20][c:21](-[c:25]2[o:24][c:28]4[c:27]([cH:26]2)[cH:32][cH:31][cH:30][cH:29]4)[s:22]3)[cH:4][c:5]([O:9][CH3:10])[c:6]([Cl:8])[cH:7]1.